describe an organic reaction: reactants, conditions, products, and yield From a dataset of the Open Reaction Database (ORD), a public repository of structured organic reaction records. The reactants are ClC1=CC=C(S1)C(=O)NCC=1N=CN(C1)C1=CC=C(C=C1)I (5-chloro-N-((1-(4-iodophenyl)-1H-imidazol-4-yl)methyl)thiophene-2-carboxamide), OC1=NC=CC(=C1)O (2,4-dihydroxypyridine), OC=1C=CC=C2C=CC=NC12 (8-hydroxyquinoline), C(=O)([O-])[O-].[K+].[K+] (K2CO3). The reagents and catalysts are [Cu]I (CuI). Run in CS(=O)C (DMSO). Conditions: temperature 130 celsius. Product: ClC1=CC=C(S1)C(=O)NCC=1N=CN(C1)C1=CC=C(C=C1)N1C(C=C(C=C1)O)=O (5-chloro-N-((1-(4-(4-hydroxy-2-oxopyridin-1(2H)-yl)phenyl)-1H-imidazol-4-yl)methyl)thiophene-2-carboxamide). The yield is 9.4%. RXN SMILES: [Cl:1][C:2]1[S:6][C:5]([C:7]([NH:9][CH2:10][C:11]2[N:12]=[CH:13][N:14]([C:16]3[CH:21]=[CH:20][C:19](I)=[CH:18][CH:17]=3)[CH:15]=2)=[O:8])=[CH:4][CH:3]=1.[OH:23][C:24]1[CH:29]=[C:28]([OH:30])[CH:27]=[CH:26][N:25]=1.OC1C=CC=C2C=1N=CC=C2.C([O-])([O-])=O.[K+].[K+]>CS(C)=O.[Cu]I>[Cl:1][C:2]1[S:6][C:5]([C:7]([NH:9][CH2:10][C:11]2[N:12]=[CH:13][N:14]([C:16]3[CH:21]=[CH:20][C:19]([N:25]4[CH:26]=[CH:27][C:28]([OH:30])=[CH:29][C:24]4=[O:23])=[CH:18][CH:17]=3)[CH:15]=2)=[O:8])=[CH:4][CH:3]=1 |f:3.4.5|. Procedure details: A mixture of 5-chloro-N-((1-(4-iodophenyl)-1H-imidazol-4-yl)methyl)thiophene-2-carboxamide 1-6 (66 mg, 0.15 mmol), 2,4-dihydroxypyridine (45 mg, 0.41 mmol), 8-hydroxyquinoline (10 mg, 0.069 mmol) and K2CO3 (50 mg, 0.36 mmol) in DMSO (1 mL) was degassed with Ar before being charged with CuI (15 mg, 0.079 mmol). The mixture in a sealed tube was heated at 130° C. overnight. The mixture was then purified by HPLC to give the titled compound (6 mg). MS 427.0 and 429.0 (M+H, Cl pattern). The product is ClC1=C(COC(CN2C=NC=C2)\C=C\C2=CC=CC=C2)C=CC(=C1)Cl (trans-1-[2-(2,4-dichlorobenzyloxy)-4-phenylbut-3-enyl]imidazole). Run at temperature 25 celsius. Reported procedure: trans-1-[2-Hydroxy-4-phenylbut-3-enyl]imidazole (430 mg.) in 5 ml. dry tetrahydrofuran was treated under nitrogen with stirring with 96 mg. of sodium hydride (56% dispersion in mineral oil) and the mixture heated under reflux for 30 minutes. After cooling in an ice bath the mixture was treated with stirring with 430 mg. of α,2,4-trichlorotoluene in 5 ml. tetrahydrofuran for 30 minutes at 0° C., one hour at 25° C. and overnight under reflux. The resulting mixture was evaporated to dryness, ether ... Starting materials: OC(CN1C=NC=C1)\C=C\C1=CC=CC=C1 (trans-1-[2-Hydroxy-4-phenylbut-3-enyl]imidazole), [H-].[Na+] (sodium hydride), ClCC1=C(C=C(C=C1)Cl)Cl (α,2,4-trichlorotoluene). Reaction SMILES: [OH:1][CH:2](/[CH:9]=[CH:10]/[C:11]1[CH:16]=[CH:15][CH:14]=[CH:13][CH:12]=1)[CH2:3][N:4]1[CH:8]=[CH:7][N:6]=[CH:5]1.[H-].[Na+].Cl[CH2:20][C:21]1[CH:26]=[CH:25][C:24]([Cl:27])=[CH:23][C:22]=1[Cl:28]>O1CCCC1>[Cl:28][C:22]1[CH:23]=[C:24]([Cl:27])[CH:25]=[CH:26][C:21]=1[CH2:20][O:1][CH:2](/[CH:9]=[CH:10]/[C:11]1[CH:16]=[CH:15][CH:14]=[CH:13][CH:12]=1)[CH2:3][N:4]1[CH:8]=[CH:7][N:6]=[CH:5]1 |f:1.2|. The solvent is O1CCCC1 (tetrahydrofuran), O1CCCC1 (tetrahydrofuran). Reactants: CN=C=O (methyl isocyanate), CC=1S(OC2=C(C1)C=CC=C2S(N)(=O)=O)(=O)=O (3-methyl-8-sulfamoyl-2,2-dioxo-1,2-benzoxathiine), N12CCCCCC2=NCCC1 (1,8-diazabicyclo[5.4.0]undec-7-ene), C([O-])([O-])=O.[Na+].[Na+] (sodium carbonate). Solvent: O (water). Run at time 2 hour. Yields the product CC=1S(OC2=C(C1)C=CC=C2S(=O)(=O)NC(=O)NC)(=O)=O (N-(3-Methyl-2,2-dioxo-1,2-benzoxathiin-8-ylsulfonyl)-N'-methylurea). RXN SMILES: [CH3:1][N:2]=[C:3]=[O:4].[CH3:5][C:6]1[S:7](=[O:21])(=[O:20])[O:8][C:9]2[C:15]([S:16](=[O:19])(=[O:18])[NH2:17])=[CH:14][CH:13]=[CH:12][C:10]=2[CH:11]=1.N12CCCN=C1CCCCC2.C(=O)([O-])[O-].[Na+].[Na+]>O>[CH3:5][C:6]1[S:7](=[O:21])(=[O:20])[O:8][C:9]2[C:15]([S:16]([NH:17][C:3]([NH:2][CH3:1])=[O:4])(=[O:19])=[O:18])=[CH:14][CH:13]=[CH:12][C:10]=2[CH:11]=1 |f:3.4.5|. Reported procedure: 1.15 g of methyl isocyanate are added dropwise at 0° C. to a solution of 5.5 g of 3-methyl-8-sulfamoyl-2,2-dioxo-1,2-benzoxathiine and 3.2 g of 1,8-diazabicyclo[5.4.0]undec-7-ene. The reaction mixture is stirred for 2 hours at 20°-25° C., then diluted with water, neutralised with 5% sodium carbonate solution and filtered. The filtrate is acidified and 5.4 g of N-(3-methyl-2,2-dioxo-1,2-benzoxathiin-8-yl-sulfonyl)-N'-methylurea precipitate. This precipitate is isolated and dried. Reactants: COC(=O)CBr, O=C([O-])[O-], CN(C)C=O, [K+], [K+], O, Oc1c(I)cc(-c2c3ccccc3cc3sc4ccccc4c23)cc1I. Product: COC(=O)COc1c(I)cc(-c2c3ccccc3cc3sc4ccccc4c23)cc1I. Reaction SMILES: [Br:27][CH2:28][C:29](=[O:30])[O:31][CH3:32].[C:33](=[O:34])([O-:35])[O-:36].[CH3:39][N:40]([CH3:41])[CH:42]=[O:43].[K+:37].[K+:38].[OH2:44].[cH:1]1[cH:2][cH:3][cH:4][c:5]2[s:6][c:7]3[c:8]([c:9]12)[c:10](-[c:18]1[cH:19][c:20]([I:26])[c:21]([OH:25])[c:22]([I:24])[cH:23]1)[c:11]1[cH:12][cH:13][cH:14][cH:15][c:16]1[cH:17]3>>[cH:1]1[cH:2][cH:3][cH:4][c:5]2[s:6][c:7]3[c:8]([c:9]12)[c:10](-[c:18]1[cH:19][c:20]([I:26])[c:21]([O:25][CH2:28][C:29](=[O:30])[O:31][CH3:32])[c:22]([I:24])[cH:23]1)[c:11]1[cH:12][cH:13][cH:14][cH:15][c:16]1[cH:17]3. Reactants: IC1=CC=CC=C1 (Iodobenzene), C=CC1=CC=CC=C1 (styrene). The product is C1(=CC=CC=C1)\C=C\C1=CC=CC=C1 ((E)-stilbene). Reaction SMILES: I[C:2]1[CH:7]=[CH:6][CH:5]=[CH:4][CH:3]=1.[CH2:8]=[CH:9][C:10]1[CH:15]=[CH:14][CH:13]=[CH:12][CH:11]=1>>[C:2]1(/[CH:8]=[CH:9]/[C:10]2[CH:15]=[CH:14][CH:13]=[CH:12][CH:11]=2)[CH:7]=[CH:6][CH:5]=[CH:4][CH:3]=1. Procedure details: Iodobenzene (32 μL, 0.25 mmol) and styrene (43 μL, 0.375 mmol) were coupled using the procedure described above to give 81% conversion to (E)-stilbene by GC analysis. Starting materials: ClC=1C=[N+](C=C(C1C[C@H](O)C1=CC(=C(C=C1)OC(F)F)OCC1CC1)Cl)[O-] ((S)-3,5-dichloro-4-(2-(3-(cyclopropylmethoxy)-4-(difluoromethoxy)phenyl)-2-hydroxyethyl)pyridine 1-oxide), C(CCl)Cl (EDC), FC1=CC=C2C(C(N(C2=C1)CC(=O)O)=O)=O (2-(6-fluoro-2,3-dioxoindolin-1-yl)acetic acid). The reagents and catalysts are CN(C)C=1C=CN=CC1 (DMAP). Solvent: C(Cl)Cl (DCM). Conditions: time 24 hour. Product: ClC=1C=[N+](C=C(C1C[C@H](OC(CN1C(C(C2=CC=C(C=C12)F)=O)=O)=O)C1=CC(=C(C=C1)OC(F)F)OCC1CC1)Cl)[O-] ((S)-3,5-dichloro-4-(2-(3-(cyclopropylmethoxy)-4-(difluoromethoxy)phenyl)-2-(2-(6-fluoro-2,3-dioxoindolin-1-yl)acetoxy)-ethyl)pyridine 1-oxide). As a reaction SMILES: [Cl:1][C:2]1[CH:3]=[N+:4]([O-:27])[CH:5]=[C:6]([Cl:26])[C:7]=1[CH2:8][C@@H:9]([C:11]1[CH:16]=[CH:15][C:14]([O:17][CH:18]([F:20])[F:19])=[C:13]([O:21][CH2:22][CH:23]2[CH2:25][CH2:24]2)[CH:12]=1)[OH:10].C(Cl)CCl.[F:32][C:33]1[CH:41]=[C:40]2[C:36]([C:37](=[O:47])[C:38](=[O:46])[N:39]2[CH2:42][C:43](O)=[O:44])=[CH:35][CH:34]=1>C(Cl)Cl.CN(C1C=CN=CC=1)C>[Cl:1][C:2]1[CH:3]=[N+:4]([O-:27])[CH:5]=[C:6]([Cl:26])[C:7]=1[CH2:8][C@@H:9]([C:11]1[CH:16]=[CH:15][C:14]([O:17][CH:18]([F:20])[F:19])=[C:13]([O:21][CH2:22][CH:23]2[CH2:25][CH2:24]2)[CH:12]=1)[O:10][C:43](=[O:44])[CH2:42][N:39]1[C:40]2[C:36](=[CH:35][CH:34]=[C:33]([F:32])[CH:41]=2)[C:37](=[O:47])[C:38]1=[O:46]. Procedure: To a solution of (S)-3,5-dichloro-4-(2-(3-(cyclopropylmethoxy)-4-(difluoromethoxy)phenyl)-2-hydroxyethyl)pyridine 1-oxide (0.200 g, 0.476 mmol) in DCM (15 ml), DMAP (0.058. g, 0.476 mmol), EDC (0.274 g, 1.428 mmol) and 2-(6-fluoro-2,3-dioxoindolin-1-yl)acetic acid (0.127 g, 0.571 mmol) were added in one portion at room temperature. The resulting solution was stirred at room temperature for 24 hours; the solvent was removed under vacuum and the residue was dissolved in ethyl acetate (40 ml), wash... Product: COc1cc2ncnc(N3CCN(C(=O)Nc4ccccc4)CC3)c2cc1OC. Reactants: COc1cc2ncnc(N3CCNCC3)c2cc1OC, CCO, O=C=Nc1ccccc1. RXN SMILES: [CH3:1][O:2][c:3]1[cH:4][c:5]2[c:6]([N:15]3[CH2:16][CH2:17][NH:18][CH2:19][CH2:20]3)[n:7][cH:8][n:9][c:10]2[cH:11][c:12]1[O:13][CH3:14].[CH3:30][CH2:31][OH:32].[O:21]=[C:22]=[N:23][c:24]1[cH:25][cH:26][cH:27][cH:28][cH:29]1>>[CH3:1][O:2][c:3]1[cH:4][c:5]2[c:6]([N:15]3[CH2:16][CH2:17][N:18]([C:22](=[O:21])[NH:23][c:24]4[cH:25][cH:26][cH:27][cH:28][cH:29]4)[CH2:19][CH2:20]3)[n:7][cH:8][n:9][c:10]2[cH:11][c:12]1[O:13][CH3:14]. The reactants are C([O-])([O-])=O.[K+].[K+] (potassium carbonate), IC(C)C (2-iodopropane), BrC1=C(C=CC(=C1)C(F)(F)F)O (2-bromo-4-(trifluoromethyl)phenol). The solvent is CN(C)C=O (DMF). Reaction conditions: time 8 hour. The product is BrC1=C(C=CC(=C1)C(F)(F)F)OC(C)C (2-Bromo-1-isopropoxy-4-(trifluoromethyl)benzene). RXN SMILES: C(=O)([O-])[O-].[K+].[K+].I[CH:8]([CH3:10])[CH3:9].[Br:11][C:12]1[CH:17]=[C:16]([C:18]([F:21])([F:20])[F:19])[CH:15]=[CH:14][C:13]=1[OH:22]>CN(C=O)C>[Br:11][C:12]1[CH:17]=[C:16]([C:18]([F:20])([F:21])[F:19])[CH:15]=[CH:14][C:13]=1[O:22][CH:8]([CH3:10])[CH3:9] |f:0.1.2|. Procedure: Powdered potassium carbonate (1.72 g, 12.5 mmol) and 2-iodopropane (1.16 mL, 1.98 g, 11.6 mmol) were added to a solution of 2-bromo-4-(trifluoromethyl)phenol (2.00 g, 8.30 mmol) in DMF. The mixture was stirred overnight at RT and then partitioned between hexane (100 mL) and water (100 mL). The organic layer was washed with saturated aqueous sodium chloride (50 mL) and the aqueous layers were extracted in succession with hexane (50 mL). The organic layers were dried over sodium sulfate, decanted,... The reactants are C1(=CC=CC=C1)C(CCC(=O)C=1SC(=CC1)C)=O (1-phenyl-4-(5-methyl-2-thienyl)-1,4-butanedione), COC=1C=CC(=CC1)P2(=S)SP(=S)(S2)C=3C=CC(=CC3)OC (Lawesson's reagent). Solvent: C1(=CC=CC=C1)C (toluene). The product is CC1=CC=C(S1)C=1SC(=CC1)C1=CC=CC=C1 (5'-methyl-5-phenyl[2,2'-bithienyl]). The yield is 131.6%. RXN SMILES: [C:1]1([C:7](=O)[CH2:8][CH2:9][C:10]([C:12]2[S:13][C:14]([CH3:17])=[CH:15][CH:16]=2)=O)[CH:6]=[CH:5][CH:4]=[CH:3][CH:2]=1.COC1C=CC(P2(SP(C3C=CC(OC)=CC=3)(=S)S2)=[S:28])=CC=1>C1(C)C=CC=CC=1>[CH3:17][C:14]1[S:13][C:12]([C:10]2[S:28][C:7]([C:1]3[CH:6]=[CH:5][CH:4]=[CH:3][CH:2]=3)=[CH:8][CH:9]=2)=[CH:16][CH:15]=1. Procedure details: Under a nitrogen atmosphere a stirred solution of 3.0 grams (0.012 mole) of 1-phenyl-4-(5-methyl-2-thienyl)-1,4-butanedione and 3.0 grams (0.008 mole) of Lawesson's reagent in 100 ml of toluene was heated under reflux for one hour. The reaction mixture was concentrated under reduced pressure to a residue. The residue was subjected to column chromatography on silica gel using 15% methylene chloride-hexane as eluent. The appropriate fractions were combined and concentrated under reduced pressure t... The reactants are C1COCCO1, COC(=O)c1cc(Cc2c(C)c(OC)c(OC)c(OC)c2OC)ccc1Oc1cccc(OC)c1, Cl, [Na+], [OH-], O. The product is COc1cccc(Oc2ccc(Cc3c(C)c(OC)c(OC)c(OC)c3OC)cc2C(=O)O)c1. As a reaction SMILES: [CH2:39]1[O:40][CH2:41][CH2:42][O:43][CH2:44]1.[CH3:1][O:2][c:3]1[c:4]([CH3:35])[c:5]([CH2:6][c:7]2[cH:8][cH:9][c:10]([O:17][c:18]3[cH:19][c:20]([O:24][CH3:25])[cH:21][cH:22][cH:23]3)[c:11]([C:12](=[O:13])[O:14][CH3:15])[cH:16]2)[c:26]([O:33][CH3:34])[c:27]([O:31][CH3:32])[c:28]1[O:29][CH3:30].[ClH:36].[Na+:38].[OH-:37].[OH2:45]>>[CH3:1][O:2][c:3]1[c:4]([CH3:35])[c:5]([CH2:6][c:7]2[cH:8][cH:9][c:10]([O:17][c:18]3[cH:19][c:20]([O:24][CH3:25])[cH:21][cH:22][cH:23]3)[c:11]([C:12](=[O:13])[OH:14])[cH:16]2)[c:26]([O:33][CH3:34])[c:27]([O:31][CH3:32])[c:28]1[O:29][CH3:30].